This data is from the Open Reaction Database (ORD), a public repository of structured organic reaction records. The task is: describe an organic reaction: reactants, conditions, products, and yield Reactants: COC(=O)C1=C(CBr)NC(c2ncc(F)cc2F)=NC1c1ccc(F)cc1Cl, C1CCNCC1, CO, O. Product: COC(=O)C1=C(CN2CCCCC2)NC(c2ncc(F)cc2F)=NC1c1ccc(F)cc1Cl. Reaction SMILES: [Br:1][CH2:2][C:3]1=[C:4]([C:25](=[O:26])[O:27][CH3:28])[CH:5]([c:17]2[c:18]([Cl:24])[cH:19][c:20]([F:23])[cH:21][cH:22]2)[N:6]=[C:7]([c:9]2[n:10][cH:11][c:12]([F:16])[cH:13][c:14]2[F:15])[NH:8]1.[CH2:29]1[CH2:30][CH2:31][NH:32][CH2:33][CH2:34]1.[CH3:35][OH:36].[OH2:37]>>[CH2:2]([C:3]1=[C:4]([C:25](=[O:26])[O:27][CH3:28])[CH:5]([c:17]2[c:18]([Cl:24])[cH:19][c:20]([F:23])[cH:21][cH:22]2)[N:6]=[C:7]([c:9]2[n:10][cH:11][c:12]([F:16])[cH:13][c:14]2[F:15])[NH:8]1)[N:32]1[CH2:31][CH2:30][CH2:29][CH2:34][CH2:33]1.